From a dataset of the Open Reaction Database (ORD), a public repository of structured organic reaction records. describe an organic reaction: reactants, conditions, products, and yield The reactants are ice, C(C)(=O)O (acetic acid), Br (hydrobromic acid), C(C1=CC=CC=C1)OC(=O)N[C@@H](CC1=CNC=N1)C(=O)N1[C@H](C(=O)NCCO)CCC1 (Nα -benzyloxycarbonyl-L-histidyl-N-(2-hydroxyethyl)-L-prolinamide). Solvent: CCOCC (ether). The product is N[C@@H](CC1=CNC=N1)C(=O)N1[C@H](C(=O)NCCOC(C)=O)CCC1 (L-histidyl-N-(2-acetoxyethyl)-L-prolinamide). As a reaction SMILES: [C:1]([OH:4])(=[O:3])[CH3:2].Br.C(OC([NH:16][C@H:17]([C:24]([N:26]1[CH2:36][CH2:35][CH2:34][C@H:27]1[C:28]([NH:30][CH2:31][CH2:32]O)=[O:29])=[O:25])[CH2:18][C:19]1[N:23]=[CH:22][NH:21][CH:20]=1)=O)C1C=CC=CC=1>CCOCC>[NH2:16][C@H:17]([C:24]([N:26]1[CH2:36][CH2:35][CH2:34][C@H:27]1[C:28]([NH:30][CH2:31][CH2:32][O:3][C:1](=[O:4])[CH3:2])=[O:29])=[O:25])[CH2:18][C:19]1[N:23]=[CH:22][NH:21][CH:20]=1. Procedure: To 37.5 ml of ice-cooled acetic acid solution of 25% hydrobromic acid was added 3.22 g of compound (54) and the reaction was maintained for 3 hours at room temperature. The reaction mixture was added to 375 ml of dry ether and the precipitates thus formed were quickly collected by filtration and dried overnight in a desiccator containing potassium hydroxide to provide 4.43 g of L-histidyl-N-(2-acetoxyethyl)-L-prolinamide.2-hydrobromide. Starting materials: C1(=CC=CC=C1)C=1N=C(NC1C1=CC=CC=C1)SCCCCCCCC(=O)NCCCCCCC (8-(4,5-diphenyl-1H-imidazole-2-ylthio)-N-heptyloctanamide), C(C)(=O)OCC (ethyl acetate), C(C)(=O)OCC.CO (ethyl acetate methanol), [H-].[Al+3].[Li+].[H-].[H-].[H-] (lithium aluminum hydride). Solvent: O1CCCC1 (tetrahydrofuran), O1CCCC1 (tetrahydrofuran). Reaction conditions: time 30 minute. Product: C1(=CC=CC=C1)C=1N=C(NC1C1=CC=CC=C1)SCCCCCCCCNCCCCCCC (8-(4,5-diphenyl-1H-imidazol-2-ylthio)-N-heptyl-1-octanamine). The yield is 38.6%. As a reaction SMILES: [H-].[Al+3].[Li+].[H-].[H-].[H-].[C:7]1([C:13]2[N:14]=[C:15]([S:24][CH2:25][CH2:26][CH2:27][CH2:28][CH2:29][CH2:30][CH2:31][C:32]([NH:34][CH2:35][CH2:36][CH2:37][CH2:38][CH2:39][CH2:40][CH3:41])=O)[NH:16][C:17]=2[C:18]2[CH:23]=[CH:22][CH:21]=[CH:20][CH:19]=2)[CH:12]=[CH:11][CH:10]=[CH:9][CH:8]=1.C(OCC)(=O)C.C(OCC)(=O)C.CO>O1CCCC1>[C:7]1([C:13]2[N:14]=[C:15]([S:24][CH2:25][CH2:26][CH2:27][CH2:28][CH2:29][CH2:30][CH2:31][CH2:32][NH:34][CH2:35][CH2:36][CH2:37][CH2:38][CH2:39][CH2:40][CH3:41])[NH:16][C:17]=2[C:18]2[CH:19]=[CH:20][CH:21]=[CH:22][CH:23]=2)[CH:8]=[CH:9][CH:10]=[CH:11][CH:12]=1 |f:0.1.2.3.4.5,8.9|. Procedure details: Part B. To a solution of lithium aluminum hydride (0.96 g, 0.025 mol) in dry tetrahydrofuran (30 mL) was added, dropwise, a solution of 8-(4,5-diphenyl-1H-imidazole-2-ylthio)-N-heptyloctanamide (2.82 g, 0.0057 mol) in tetrahydrofuran (15 mL) and the reaction mixture was stirred at reflux for 18 hours. The reaction mixture was cooled to 0°, quenched by the slow and careful sequential addition of water (0.96 mL), 15% sodium hydroxide (2.88 mL), and water (2.88 mL), and then stirred at 0° for 30 mi... RXN SMILES: [C:1]([O:5][C:6]([NH:8][C@@H:9]([CH2:13][CH:14]1[CH2:19][CH2:18][CH2:17][CH2:16][CH2:15]1)[C:10](O)=[O:11])=[O:7])([CH3:4])([CH3:3])[CH3:2]>O1CCCC1>[C:1]([O:5][C:6](=[O:7])[NH:8][C@H:9]([CH2:10][OH:11])[CH2:13][CH:14]1[CH2:19][CH2:18][CH2:17][CH2:16][CH2:15]1)([CH3:2])([CH3:4])[CH3:3]. The reactants are C(C)(C)(C)OC(=O)N[C@H](C(=O)O)CC1CCCCC1 ((2S)-2-[(tert-butoxycarbonyl)amino]-3-cyclohexylpropanoic acid). Conditions: time 3 hour. Yields the product C(C)(C)(C)OC(N[C@@H](CC1CCCCC1)CO)=O (tert-butyl-[(1S)-2-cyclohexyl-1-(hydroxymethyl)ethyl]carbamate). Procedure: To a solution of (2S)-2-[(tert-butoxycarbonyl)amino]-3-cyclohexylpropanoic acid (5.0 g, 18 mmol) in tetrahydrofuran (50 mL) at 0° C. was added 1.0 M borane-THF complex in THF (55.3 mL, 55.3 mmol). After addition, the reaction mixture was stirred at room temperature for 3 hours, then cooled down with an ice-bath, and quenched by the slow addition of AcOH:MeOH (1:5, 40 mL). Then the mixture was warmed to room temperature for 2 hours. The THF volume was reduced by ½ and the product was partitioned ... Run in O1CCCC1 (tetrahydrofuran), C1CCOC1 (THF). Reactants: OCC1Cc2c(F)c(F)cc(Br)c2O1, O=C([O-])[O-], C=CCc1c(O)c(Br)cc(F)c1F, CN(C)c1ccncc1, CCN(C(C)C)C(C)C, [K+], [K+], O=C(OO)c1cccc(Cl)c1, Cc1ccc(S(=O)(=O)Cl)cc1. The product is Cc1ccc(S(=O)(=O)OCC2Cc3c(F)c(F)cc(Br)c3O2)cc1. As a reaction SMILES: [Br:31][c:32]1[cH:33][c:34]([F:44])[c:35]([F:43])[c:36]2[c:40]1[O:39][CH:38]([CH2:41][OH:42])[CH2:37]2.[C:25](=[O:26])([O-:27])[O-:28].[CH2:1]([c:2]1[c:3]([F:4])[c:5]([F:6])[cH:7][c:8]([Br:9])[c:10]1[OH:11])[CH:12]=[CH2:13].[CH3:65][N:66]([CH3:67])[c:68]1[cH:69][cH:70][n:71][cH:72][cH:73]1.[CH:45]([N:46]([CH:47]([CH3:48])[CH3:49])[CH2:50][CH3:51])([CH3:52])[CH3:53].[K+:29].[K+:30].[OH:14][O:15][C:16]([c:17]1[cH:18][c:19]([Cl:20])[cH:21][cH:22][cH:23]1)=[O:24].[c:54]1([CH3:64])[cH:55][cH:56][c:57]([S:60](=[O:61])(=[O:62])[Cl:63])[cH:58][cH:59]1>>[Br:31][c:32]1[cH:33][c:34]([F:44])[c:35]([F:43])[c:36]2[c:40]1[O:39][CH:38]([CH2:41][O:42][S:60]([c:57]1[cH:56][cH:55][c:54]([CH3:64])[cH:59][cH:58]1)(=[O:61])=[O:62])[CH2:37]2. Reactants: COC1=C(C=CC(=O)O)C=CC=C1OC (2,3-Dimethoxycinnamic acid), C(C)(=O)O (acetic acid), [H][H] (hydrogen). Reagents/catalysts: [Pd] (palladium-on-charcoal). Run in C(C)O (ethanol). Product: COC1=C(C=CC=C1OC)C(C(=O)O)C (2,3-dimethoxyphenylpropionic acid). Reaction SMILES: [CH3:1][O:2][C:3]1[C:13]([O:14][CH3:15])=[CH:12][CH:11]=[CH:10][C:4]=1[CH:5]=[CH:6]C(O)=O.[H][H].[C:18]([OH:21])(=[O:20])C>C(O)C.[Pd]>[CH3:1][O:2][C:3]1[C:13]([O:14][CH3:15])=[CH:12][CH:11]=[CH:10][C:4]=1[CH:5]([CH3:6])[C:18]([OH:21])=[O:20]. Reported procedure: 2,3-Dimethoxycinnamic acid (50 g, 0.24 m) was suspended in a mixture of 120 ml of ethanol and 40 ml of glacial acetic acid, then treated with 0.8 g of 10% palladium-on-charcoal. The mixture was warmed on a steam bath before putting on the Paar shaker. Hydrogenation was continued until the uptake of hydrogen stopped (45 minutes). The catalyst was filtered off and the resulting filtrate was evaporated to dryness. The resulting residue solidified on standing. A quantitative yield of the desired 2,3... Starting materials: S(=O)(Cl)Cl (thionyl chloride), ClC=1C=CC2=C(C(C(O2)(C)C(=O)OCC)O)C1 (5-chloro-2-ethoxycarbonyl-2,3-dihydro-3-hydroxy-2-methylbenzofuran), ice water. The reagents and catalysts are N1=CC=CC=C1 (pyridine). Solvent: C(Cl)Cl (methylene chloride). Reaction conditions: time 18 hour. Yields the product ClC1C(OC2=C1C=C(C=C2)Cl)(C)C(=O)OCC (3,5-dichloro-2-ethoxycarbonyl-2,3-dihydro-2-methylbenzofuran). Yield: 91.0%. Reaction SMILES: [Cl:1][C:2]1[CH:3]=[CH:4][C:5]2[O:9][C:8]([C:11]([O:13][CH2:14][CH3:15])=[O:12])([CH3:10])[CH:7](O)[C:6]=2[CH:17]=1.S(Cl)([Cl:20])=O>C(Cl)Cl.N1C=CC=CC=1>[Cl:20][CH:7]1[C:6]2[CH:17]=[C:2]([Cl:1])[CH:3]=[CH:4][C:5]=2[O:9][C:8]1([C:11]([O:13][CH2:14][CH3:15])=[O:12])[CH3:10]. Procedure details: A solution of 27.9 grams (0.109 mole) of 5-chloro-2-ethoxycarbonyl-2,3-dihydro-3-hydroxy-2-methylbenzofuran in 200 mL of methylene chloride was stirred, and four drops of pyridine was added. The reaction mixture was cooled in an ice-water bath, and 19.4 grams (0.163 mole) of thionyl chloride was added dropwise. The reaction mixture was then stirred for about 30 minutes at the ice-water bath temperature, and allowed to warm to ambient temperature, where it stirred for about 18 hours. After this t... Starting materials: ClC1=C(C(=CC=C1)CBr)F (1-chloro-3-bromomethyl-2-fluoro-benzene), C[Si](C)(C)C#N (trimethylsilyl cyanide), CCCC[N+](CCCC)(CCCC)CCCC.[F-] (TBAF). The solvent is CC#N (CH3CN). Yields the product ClC=1C(=C(C=CC1)CC#N)F ((3-Chloro-2-fluoro-phenyl)-acetonitrile). Yield: 88.0%. RXN SMILES: [Cl:1][C:2]1[CH:7]=[CH:6][CH:5]=[C:4]([CH2:8]Br)[C:3]=1[F:10].C[Si]([C:15]#[N:16])(C)C.CCCC[N+](CCCC)(CCCC)CCCC.[F-]>CC#N>[Cl:1][C:2]1[C:3]([F:10])=[C:4]([CH2:8][C:15]#[N:16])[CH:5]=[CH:6][CH:7]=1 |f:2.3|. Procedure details: To a solution of 1-chloro-3-bromomethyl-2-fluoro-benzene (2.22 g, 10 mmol) in CH3CN (30 mL) was added trimethylsilyl cyanide (1.5 mL) and TBAF (1M in THF, 12 mmol, 12 mL). The resulting reaction mixture was heated at reflux temperature for 30 min. After cooling to room temperature, the volatiles were evaporated under reduced pressure. The residue was partitioned between EtOAc and water. The organic layer was then washed with brine, dried over anhy. Na2SO4, filtered and concentrated in vacuo. The... Reactants: Cc1cc(C)c(CNC(=O)c2cc(Br)cc3c2cnn3C2CCNCC2)c(=O)[nH]1, [BH3-]C#N, CN1CCC(=O)CC1, CO, CC(=O)O, [Na+]. The product is Cc1cc(C)c(CNC(=O)c2cc(Br)cc3c2cnn3C2CCN(C3CCN(C)CC3)CC2)c(=O)[nH]1. RXN SMILES: [Br:1][c:2]1[cH:3][c:4]([C:17](=[O:18])[NH:19][CH2:20][c:21]2[c:22](=[O:29])[nH:23][c:24]([CH3:28])[cH:25][c:26]2[CH3:27])[c:5]2[cH:6][n:7][n:8]([CH:11]3[CH2:12][CH2:13][NH:14][CH2:15][CH2:16]3)[c:9]2[cH:10]1.[C:44]([BH3-:45])#[N:46].[CH3:30][N:31]1[CH2:32][CH2:33][C:34](=[O:37])[CH2:35][CH2:36]1.[CH3:38][OH:39].[CH3:40][C:41](=[O:42])[OH:43].[Na+:47]>>[Br:1][c:2]1[cH:3][c:4]([C:17](=[O:18])[NH:19][CH2:20][c:21]2[c:22](=[O:29])[nH:23][c:24]([CH3:28])[cH:25][c:26]2[CH3:27])[c:5]2[cH:6][n:7][n:8]([CH:11]3[CH2:12][CH2:13][N:14]([CH:34]4[CH2:33][CH2:32][N:31]([CH3:30])[CH2:36][CH2:35]4)[CH2:15][CH2:16]3)[c:9]2[cH:10]1.